This data is from the Open Reaction Database (ORD), a public repository of structured organic reaction records. The task is: describe an organic reaction: reactants, conditions, products, and yield Starting materials: COC(=O)CN(c1ccc(S(=O)(=O)c2ccccc2)cc1OCc1ccccc1)S(=O)(=O)NC(=O)OC(C)(C)C, ClCCl, O=C(O)C(F)(F)F. The product is COC(=O)CN(c1ccc(S(=O)(=O)c2ccccc2)cc1OCc1ccccc1)S(N)(=O)=O. RXN SMILES: [CH3:1][O:2][C:3]([CH2:4][N:5]([c:6]1[c:7]([O:21][CH2:22][c:23]2[cH:24][cH:25][cH:26][cH:27][cH:28]2)[cH:8][c:9]([S:12](=[O:13])(=[O:14])[c:15]2[cH:16][cH:17][cH:18][cH:19][cH:20]2)[cH:10][cH:11]1)[S:29]([NH:30][C:31]([O:32][C:33]([CH3:34])([CH3:35])[CH3:36])=[O:37])(=[O:38])=[O:39])=[O:40].[Cl:48][CH2:49][Cl:50].[F:41][C:42]([F:43])([F:44])[C:45]([OH:46])=[O:47]>>[CH3:1][O:2][C:3]([CH2:4][N:5]([c:6]1[c:7]([O:21][CH2:22][c:23]2[cH:24][cH:25][cH:26][cH:27][cH:28]2)[cH:8][c:9]([S:12](=[O:13])(=[O:14])[c:15]2[cH:16][cH:17][cH:18][cH:19][cH:20]2)[cH:10][cH:11]1)[S:29]([NH2:30])(=[O:38])=[O:39])=[O:40]. The reactants are C(C)(C)(C)OC(=O)N1CC(C(C1)OC)N(CC1=CC=CC=C1)CC1=CC=CC=C1 (1-t-butoxycarbonyl-3-dibenzylamino-4-methoxypyrrolidine), [H][H] (hydrogen). The reagents and catalysts are [Pd] (palladium-on-carbon). The solvent is C(C)O (ethanol). The product is NC1CN(CC1OC)C(=O)OC(C)(C)C (3-amino-1-t-butoxycarbonyl-4-methoxypyrrolidine). Yield: 81.4%. RXN SMILES: [C:1]([O:5][C:6]([N:8]1[CH2:12][CH:11]([O:13][CH3:14])[CH:10]([N:15](CC2C=CC=CC=2)CC2C=CC=CC=2)[CH2:9]1)=[O:7])([CH3:4])([CH3:3])[CH3:2].[H][H]>C(O)C.[Pd]>[NH2:15][CH:10]1[CH:11]([O:13][CH3:14])[CH2:12][N:8]([C:6]([O:5][C:1]([CH3:4])([CH3:3])[CH3:2])=[O:7])[CH2:9]1. Procedure details: 0.13 g of 20% w/w palladium-on-carbon was added to a solution of 0.99 g (0.0025 mole) of 1-t-butoxycarbonyl-3-dibenzylamino-4-methoxypyrrolidine dissolved in 15 ml of ethanol, and the mixture was stirred vigorously at 50° C. for 4 hours in an atmosphere of hydrogen. The catalyst was filtered off from the reaction mixture, after which the filtrate was concentrated by evaporation under reduced pressure, to give 0.44 g of 3-amino-1-t-butoxycarbonyl-4-methoxypyrrolidine as a colorless oil. Reactants: ClC1=C(CO)C=CC(=C1)Cl (2,4-dichlorobenzyl alcohol), BrCC=1C=C(C=CC1OC)CC(C(=O)[O-])OC(C)C (3-[3-(bromomethyl)-4-methoxyphenyl]-2-isopropoxypropanoate). Product: ClC1=C(COCC=2C=C(C=CC2OC)CC(C(=O)O)OC(C)C)C=CC(=C1)Cl (3-(3-[(2,4-dichlorobenzyl)oxy]methyl-4-methoxyphenyl)-2-isopropoxypropanoic acid). Reaction SMILES: [Cl:1][C:2]1[CH:9]=[C:8]([Cl:10])[CH:7]=[CH:6][C:3]=1[CH2:4][OH:5].Br[CH2:12][C:13]1[CH:14]=[C:15]([CH2:21][CH:22]([O:26][CH:27]([CH3:29])[CH3:28])[C:23]([O-:25])=[O:24])[CH:16]=[CH:17][C:18]=1[O:19][CH3:20]>>[Cl:1][C:2]1[CH:9]=[C:8]([Cl:10])[CH:7]=[CH:6][C:3]=1[CH2:4][O:5][CH2:12][C:13]1[CH:14]=[C:15]([CH2:21][CH:22]([O:26][CH:27]([CH3:29])[CH3:28])[C:23]([OH:25])=[O:24])[CH:16]=[CH:17][C:18]=1[O:19][CH3:20]. Procedure: Using 2,4-dichlorobenzyl alcohol and 3-[3-(bromomethyl)-4-methoxyphenyl]-2-isopropoxypropanoate, 3-(3-[(2,4-dichlorobenzyl)oxy]methyl-4-methoxyphenyl)-2-isopropoxypropanoic acid was obtained in the same method as in Example 247). RXN SMILES: [F:1][C:2]1[CH:7]=[CH:6][C:5]([SH:8])=[CH:4][CH:3]=1.Br[CH2:10][CH3:11].C([O-])([O-])=O.[Cs+].[Cs+]>CN(C=O)C.O>[CH2:10]([S:8][C:5]1[CH:6]=[CH:7][C:2]([F:1])=[CH:3][CH:4]=1)[CH3:11] |f:2.3.4|. Product: C(C)SC1=CC=C(C=C1)F (ethyl(4-fluorophenyl)sulfane). The solvent is petroleum ether, CN(C)C=O (DMF), O (water). Procedure details: To a stirred solution of 4-fluorobenzenethiol (80 g, 0.625 mol) and bromoethane (71.88 g, 0.666 mol) in DMF (1.25 L) under nitrogen atmosphere, Cs2CO3 (213.75 g, 0.666 mol) was added. The reaction mixture was stirred at 25° C. overnight. TLC (petroleum ether) indicated the reaction was complete. The mixture was diluted with water (800 mL), extracted with ethyl acetate (600 mL×3). The combined organic layers were washed with water (500 mL×2) and brine (500 mL), dried over Na2SO4 and concentrated ... Reactants: FC1=CC=C(C=C1)S (4-fluorobenzenethiol), BrCC (bromoethane), C(=O)([O-])[O-].[Cs+].[Cs+] (Cs2CO3). Run at temperature 25 celsius, time 8 hour. Yield: 61.5%. Reactants: O=C([O-])[O-], CCCCCCCBr, [Cu], [K+], [K+], CN(C)C=O, CCOC(=O)CCc1ccc(O)c(-c2cc(CCC(=O)OCC)ccc2O)c1. Yields the product CCCCCCCOc1ccc(CCC(=O)OCC)cc1-c1cc(CCC(=O)OCC)ccc1O. RXN SMILES: [C:37](=[O:38])([O-:39])[O-:40].[CH2:29]([CH2:30][CH2:31][CH2:32][CH2:33][CH2:34][CH3:35])[Br:36].[Cu:43].[K+:41].[K+:42].[O:44]=[CH:45][N:46]([CH3:47])[CH3:48].[OH:1][c:2]1[c:3](-[c:15]2[c:16]([OH:28])[cH:17][cH:18][c:19]([CH2:21][CH2:22][C:23](=[O:24])[O:25][CH2:26][CH3:27])[cH:20]2)[cH:4][c:5]([CH2:8][CH2:9][C:10](=[O:11])[O:12][CH2:13][CH3:14])[cH:6][cH:7]1>>[O:1]([c:2]1[c:3](-[c:15]2[c:16]([OH:28])[cH:17][cH:18][c:19]([CH2:21][CH2:22][C:23](=[O:24])[O:25][CH2:26][CH3:27])[cH:20]2)[cH:4][c:5]([CH2:8][CH2:9][C:10](=[O:11])[O:12][CH2:13][CH3:14])[cH:6][cH:7]1)[CH2:29][CH2:30][CH2:31][CH2:32][CH2:33][CH2:34][CH3:35]. Reactants: Cc1ccc(Cl)c(OCC2CO2)c1, CC1CC(=O)NN=C1c1cccc(OCCN)c1. The product is Cc1ccc(Cl)c(OCC(O)CNCCOc2cccc(C3=NNC(=O)CC3C)c2)c1. Reaction SMILES: [Cl:1][c:2]1[c:3]([O:4][CH2:5][CH:6]2[CH2:7][O:8]2)[cH:9][c:10]([CH3:13])[cH:11][cH:12]1.[NH2:14][CH2:15][CH2:16][O:17][c:18]1[cH:19][c:20]([C:24]2=[N:29][NH:28][C:27](=[O:30])[CH2:26][CH:25]2[CH3:31])[cH:21][cH:22][cH:23]1>>[Cl:1][c:2]1[c:3]([O:4][CH2:5][CH:6]([CH2:7][NH:14][CH2:15][CH2:16][O:17][c:18]2[cH:19][c:20]([C:24]3=[N:29][NH:28][C:27](=[O:30])[CH2:26][CH:25]3[CH3:31])[cH:21][cH:22][cH:23]2)[OH:8])[cH:9][c:10]([CH3:13])[cH:11][cH:12]1.